This data is from the Open Reaction Database (ORD), a public repository of structured organic reaction records. The task is: describe an organic reaction: reactants, conditions, products, and yield Reactants: [H-].[Na+] (sodium hydride), ClC1=C(C=CC=C1)C1CC(C=2C(=NNC2C1)C)=O (6-(2-chlorophenyl)-3-methyl-4,5,6,7-tetrahydroindazol-4-one), C1(=CC=CC=C1)CCCBr (3-phenylpropyl bromide). Solvent: CN(C=O)C (dimethylformamide), CN(C=O)C (dimethylformamide). Conditions: time 40 minute. Product: ClC1=C(C=CC=C1)C1CC(C=2C(=NN(C2C1)CCCC1=CC=CC=C1)C)=O (6-(2-chlorophenyl)-3-methyl-1-(3-phenylpropyl)-4,5,6,7-tetrahydroindazol-4-one), ClC1=C(C=CC=C1)C1CC(C2=C(N(N=C2C1)CCCC1=CC=CC=C1)C)=O (6-(2-chlorophenyl)-3-methyl-2-(3-phenylpropyl)-4,5,6,7-tetrahydroindazol-4-one). As a reaction SMILES: [H-].[Na+].[Cl:3][C:4]1[CH:9]=[CH:8][CH:7]=[CH:6][C:5]=1[CH:10]1[CH2:18][C:17]2[NH:16][N:15]=[C:14]([CH3:19])[C:13]=2[C:12](=[O:20])[CH2:11]1.[C:21]1([CH2:27][CH2:28][CH2:29]Br)[CH:26]=[CH:25][CH:24]=[CH:23][CH:22]=1>CN(C)C=O>[Cl:3][C:4]1[CH:9]=[CH:8][CH:7]=[CH:6][C:5]=1[CH:10]1[CH2:18][C:17]2[N:16]([CH2:29][CH2:28][CH2:27][C:21]3[CH:26]=[CH:25][CH:24]=[CH:23][CH:22]=3)[N:15]=[C:14]([CH3:19])[C:13]=2[C:12](=[O:20])[CH2:11]1.[Cl:3][C:4]1[CH:9]=[CH:8][CH:7]=[CH:6][C:5]=1[CH:10]1[CH2:18][C:17]2[C:13](=[C:14]([CH3:19])[N:15]([CH2:29][CH2:28][CH2:27][C:21]3[CH:26]=[CH:25][CH:24]=[CH:23][CH:22]=3)[N:16]=2)[C:12](=[O:20])[CH2:11]1 |f:0.1|. Reported procedure: To a suspension of 60% sodium hydride (0.068 g, washed with hexane thrice) in dimethylformamide (10 ml) was added a solution of 6-(2-chlorophenyl)-3-methyl-4,5,6,7-tetrahydroindazol-4-one (0.4 g) in dimethylformamide (2 ml) at 0° C., and the mixture was stirred at room temperature for 40 minutes. To the mixture was added 3-phenylpropyl bromide (0.32 g), and the mixture was stirred at the same temperature for 19 hours. Under reduced pressure, the solvent was evaporated, and the residue was dissol...